This data is from the Open Reaction Database (ORD), a public repository of structured organic reaction records. The task is: describe an organic reaction: reactants, conditions, products, and yield Reactants: CC1([C@H]2CCC(=O)[C@@H]1C2)C ((+)-nopinone), S(=O)(=O)(OCCCCCCCCCCCC)[O-].[Na+] (sodium dodecyl sulfate), F[B-](F)(F)F.ClC[N+]12CC[N+](CC1)(CC2)F.F[B-](F)(F)F (1-(chloromethyl)-4-fluoro-1,4-diazoniabicyclo[2.2.2]octane tetrafluoroborate). Run in O (water). Conditions: temperature 80 celsius, time 8 hour. Product: F[C@H]1C([C@H]2C([C@@H](C1)C2)(C)C)=O ((1R,3R,5R)-3-fluoro-6,6-dimethylbicyclo[3.1.1]heptan-2-one). Isolated yield 35.6%. Reaction SMILES: [CH3:1][C:2]1([CH3:10])[C@H:8]2[CH2:9][C@@H:3]1[CH2:4][CH2:5][C:6]2=[O:7].S([O-])(OCCCCCCCCCCCC)(=O)=O.[Na+].[F:29][B-](F)(F)F.ClC[N+]12CC[N+](F)(CC1)CC2.F[B-](F)(F)F>O>[F:29][C@@H:5]1[CH2:4][C@H:3]2[CH2:9][C@H:8]([C:2]2([CH3:10])[CH3:1])[C:6]1=[O:7] |f:1.2,3.4.5|. Procedure: To a solution of (+)-nopinone (Aldrich, 1.0 g, 7.2 mmol) in water (35 mL), was added sodium dodecyl sulfate (Aldrich, 2.1 g, 7.2 mmol). The mixture was heated to 80° C. and then 1-(chloromethyl)-4-fluoro-1,4-diazoniabicyclo[2.2.2]octane tetrafluoroborate (Alfa-aesar, 2.8 g, 8.0 mmol) was added in two portions with one hour interval and stirred at 80° C. overnight. The reaction mixture was cooled and extracted with diethyl ether (3×30 mL). The combined organic layers were dried over MgSO4, filter... The reactants are C(C1=CC=CC=C1)N1C([C@H](C\C=C/CC1)NC(OC(C)(C)C)=O)=O ((S,Z)-tert-butyl 1-benzyl-2-oxo-1,2,3,4,7,8-hexahydroazocin-3-ylcarbamate), C(=O)(C(F)(F)F)O (TFA). The solvent is C(Cl)Cl (DCM). Run at time 40 minute. The product is N[C@@H]1C(N(CC\C=C/C1)CC1=CC=CC=C1)=O ((S,Z)-3-amino-1-benzyl-3,4,7,8-tetrahydroazocin-2(1H)-one). Isolated yield 100.0%. RXN SMILES: [CH2:1]([N:8]1[CH2:15][CH2:14][CH:13]=[CH:12][CH2:11][C@H:10]([NH:16]C(=O)OC(C)(C)C)[C:9]1=[O:24])[C:2]1[CH:7]=[CH:6][CH:5]=[CH:4][CH:3]=1.C(O)(C(F)(F)F)=O>C(Cl)Cl>[NH2:16][C@H:10]1[CH2:11][CH:12]=[CH:13][CH2:14][CH2:15][N:8]([CH2:1][C:2]2[CH:7]=[CH:6][CH:5]=[CH:4][CH:3]=2)[C:9]1=[O:24]. Procedure details: To a solution of (S,Z)-tert-butyl 1-benzyl-2-oxo-1,2,3,4,7,8-hexahydroazocin-3-ylcarbamate (10 mg, 0.030 mmol) in DCM (0.2 mL) at rt was added TFA (0.2 mL). The clear solution was stirred at rt for 40 min. The reaction mixture was concentrated and dried in vacuum to give (S,Z)-3-amino-1-benzyl-3,4,7,8-tetrahydroazocin-2(1H)-one (7.0 mg, 0.030 mmol, 100% yield) as an oil. Anal. Calcd. for C14H18N2O m/z 230.3. found: 231.1 (M+H)+. Reactants: O=c1[nH]nc(Cl)c2cc(Br)ccc12, CC(C)(C)[O-], CCOC(C)=O, NCc1ccccc1OC(F)F, [Na+], O=C(C=Cc1ccccc1)C=Cc1ccccc1, O=C(C=Cc1ccccc1)C=Cc1ccccc1, O=C(C=Cc1ccccc1)C=Cc1ccccc1, [Pd], [Pd]. Yields the product O=c1[nH]nc(Cl)c2cc(NCc3ccccc3OC(F)F)ccc12. Reaction SMILES: [Br:1][c:2]1[cH:3][c:4]2[c:5]([Cl:13])[n:6][nH:7][c:8](=[O:12])[c:9]2[cH:10][cH:11]1.[CH3:26][C:27]([CH3:28])([O-:29])[CH3:30].[CH3:32][CH2:33][O:34][C:35]([CH3:36])=[O:37].[F:14][CH:15]([O:16][c:17]1[c:18]([CH2:19][NH2:20])[cH:21][cH:22][cH:23][cH:24]1)[F:25].[Na+:31].[O:40]=[C:41]([CH:42]=[CH:43][c:44]1[cH:45][cH:46][cH:47][cH:48][cH:49]1)[CH:50]=[CH:51][c:52]1[cH:53][cH:54][cH:55][cH:56][cH:57]1.[O:58]=[C:59]([CH:60]=[CH:61][c:62]1[cH:63][cH:64][cH:65][cH:66][cH:67]1)[CH:68]=[CH:69][c:70]1[cH:71][cH:72][cH:73][cH:74][cH:75]1.[O:76]=[C:77]([CH:78]=[CH:79][c:80]1[cH:81][cH:82][cH:83][cH:84][cH:85]1)[CH:86]=[CH:87][c:88]1[cH:89][cH:90][cH:91][cH:92][cH:93]1.[Pd:38].[Pd:39]>>[c:2]1([NH:20][CH2:19][c:18]2[c:17]([O:16][CH:15]([F:14])[F:25])[cH:24][cH:23][cH:22][cH:21]2)[cH:3][c:4]2[c:5]([Cl:13])[n:6][nH:7][c:8](=[O:12])[c:9]2[cH:10][cH:11]1. Starting materials: C1(=CC=CC=C1)NC=1SC(=CN1)C1=CC=C(C=C1)O (4-(2-phenylamino-thiazol-5-yl)-phenol), Cl.ClCCCN(C)C (1-chloro-3-dimethylaminopropane hydrochloride), CC(C)([O-])C.[Na+] (sodium tert-butoxide). The solvent is C(CCC)O (1-butanol). Conditions: temperature 100 celsius. The product is CN(CCCOC1=CC=C(C=C1)C1=CN=C(S1)NC1=CC=CC=C1)C ({5-[4-(3-Dimethylamino-propoxy)-phenyl]-thiazol-2-yl}-phenyl-amine). As a reaction SMILES: [C:1]1([NH:7][C:8]2[S:9][C:10]([C:13]3[CH:18]=[CH:17][C:16]([OH:19])=[CH:15][CH:14]=3)=[CH:11][N:12]=2)[CH:6]=[CH:5][CH:4]=[CH:3][CH:2]=1.Cl.Cl[CH2:22][CH2:23][CH2:24][N:25]([CH3:27])[CH3:26].CC(C)([O-])C.[Na+]>C(O)CCC>[CH3:26][N:25]([CH3:27])[CH2:24][CH2:23][CH2:22][O:19][C:16]1[CH:15]=[CH:14][C:13]([C:10]2[S:9][C:8]([NH:7][C:1]3[CH:2]=[CH:3][CH:4]=[CH:5][CH:6]=3)=[N:12][CH:11]=2)=[CH:18][CH:17]=1 |f:1.2,3.4|. Procedure details: A mixture of 4-(2-phenylamino-thiazol-5-yl)-phenol (35 mg, 0.130 mmol), 1-chloro-3-dimethylaminopropane hydrochloride (27 mg, 0.170 mmol, 1.3 equiv), and sodium tert-butoxide (29.6 mg, 0.299 mmol, 2.3 equiv) in 1-butanol (0.2 mL) is heated to 100° C. (using a preheated oil bath) for 3.5 h. The reaction mixture is allowed to cool to RT and concentrated in vacuo. Purification of the crude material by silica gel (10 g) column chromatography (CH2Cl2/MeOH, 90/10→80/20) affords the title compound as a... Starting materials: C(CCC)[Li] (n-butyllithium), solution, FC(C(C)=O)(F)F (trifluoroacetone), N1(CCCC1)S(=O)(=O)C1=CC=C(C=C1)C#C (4-(1-pyrrolidinylsulfonyl)phenylacetylene), ice. Run in hexanes, O1CCCC1 (tetrahydrofuran). Conditions: time 5 minute. As a reaction SMILES: [N:1]1([S:6]([C:9]2[CH:14]=[CH:13][C:12]([C:15]#[CH:16])=[CH:11][CH:10]=2)(=[O:8])=[O:7])[CH2:5][CH2:4][CH2:3][CH2:2]1.C([Li])CCC.[F:22][C:23]([F:28])([F:27])[C:24](=[O:26])[CH3:25]>O1CCCC1>[F:22][C:23]([F:28])([F:27])[C:24]([OH:26])([CH3:25])[C:16]#[C:15][C:12]1[CH:13]=[CH:14][C:9]([S:6]([N:1]2[CH2:2][CH2:3][CH2:4][CH2:5]2)(=[O:7])=[O:8])=[CH:10][CH:11]=1. Reported procedure: To a solution of the 4-(1-pyrrolidinylsulfonyl)phenylacetylene (1.3 g) in anhydrous tetrahydrofuran (60 mL) cooled to -78° C. under a nitrogen atmosphere was added n-butyllithium (2.43 mL of a 2.5M solution in hexanes, 6.09 mmol). The anion was generated over a ten minute period at -78° C. To the anion was added a cooled (0° C.) solution of trifluoroacetone (644 mL) in anhydrous tetrahydrrofuran (10 mL) over a 20 second period. The reaction was stirred at -78° C. for five minutes before the ice ... Product: FC(C(C#CC1=CC=C(C=C1)S(=O)(=O)N1CCCC1)(C)O)(F)F (4,4,4-Trifluoro-3-hydroxy-3-methyl-1-[4-(1-pyrrolidinylsulfonyl)phenyl]but-1-yne).